This data is from the Open Reaction Database (ORD), a public repository of structured organic reaction records. The task is: describe an organic reaction: reactants, conditions, products, and yield Reactants: CC(C)[N-]C(C)C, Cl, Fc1cccc(-c2ccccc2)n1, [Li+], O=C=O, C1CCOC1. Product: O=C(O)c1ccc(-c2ccccc2)nc1F. RXN SMILES: [CH3:2][CH:3]([N-:4][CH:5]([CH3:6])[CH3:7])[CH3:8].[ClH:25].[F:9][c:10]1[n:11][c:12](-[c:16]2[cH:17][cH:18][cH:19][cH:20][cH:21]2)[cH:13][cH:14][cH:15]1.[Li+:1].[O:22]=[C:23]=[O:24].[O:26]1[CH2:27][CH2:28][CH2:29][CH2:30]1>>[F:9][c:10]1[n:11][c:12](-[c:16]2[cH:17][cH:18][cH:19][cH:20][cH:21]2)[cH:13][cH:14][c:15]1[C:23](=[O:22])[OH:24]. Starting materials: Cl (hydrochloride), COC=1C=C(C(=O)N2CCN(CC2)CC(=O)O)C=CC1OC ([4-(3,4-dimethoxybenzoyl)-1-piperazinyl]-acetic acid), ClC(=O)OCC(C)C (isobutyl chloroformate), Cl.C(C)O (hydrochloric acid ethanol), C(N)(=O)C1=C(N)C=CC=C1 (o-carbamoylaniline). The solvent is C(C)N(CC)CC (triethylamine), CN(C)C=O (DMF), CN(C)C=O (DMF). Yields the product O.Cl.C(N)(=O)C1=C(NC(CN2CCN(CC2)C(C2=CC(=C(C=C2)OC)OC)=O)=O)C=CC=C1 (o-carbamoyl-α-[4-(3,4-dimethoxybenzoyl)-1-piperazinyl]acetanilide monohydrochloride monohydrate). As a reaction SMILES: [CH3:1][O:2][C:3]1[CH:4]=[C:5]([CH:18]=[CH:19][C:20]=1[O:21][CH3:22])[C:6]([N:8]1[CH2:13][CH2:12][N:11]([CH2:14][C:15]([OH:17])=O)[CH2:10][CH2:9]1)=[O:7].[Cl:23]C(OCC(C)C)=O.[C:31]([C:34]1[CH:40]=[CH:39][CH:38]=[CH:37][C:35]=1[NH2:36])(=[O:33])[NH2:32].Cl.Cl.C(O)C>CN(C=O)C.C(N(CC)CC)C>[OH2:2].[ClH:23].[C:31]([C:34]1[CH:40]=[CH:39][CH:38]=[CH:37][C:35]=1[NH:36][C:15](=[O:17])[CH2:14][N:11]1[CH2:10][CH2:9][N:8]([C:6](=[O:7])[C:5]2[CH:18]=[CH:19][C:20]([O:21][CH3:22])=[C:3]([O:2][CH3:1])[CH:4]=2)[CH2:13][CH2:12]1)(=[O:33])[NH2:32] |f:4.5,8.9.10|. Procedure details: 2.77 Grams of [4-(3,4-dimethoxybenzoyl)-1-piperazinyl]-acetic acid was dissolved in 30 ml of DMF, then to this solution was added 1.2 g of triethylamine. Under ice-cooled condition with stirring, 1.4 g of isobutyl chloroformate was added dropwise thereto and stirred for 30 minutes. Further, the reaction mixture was stirred at a room temperature, a DMF solution of 1.46 g of o-carbamoylaniline was added dropwise to the mixture and was stirred for 6 hours. The reaction mixture obtained was concentr... Starting materials: OCC(O)CO (glycerin), C(C)OC(=O)C1=CC=C(O)C=C1 (ethylparaben). Run in O (water), O (water). Run at temperature 75 celsius, time 1.5 hour. Product: C(CCC)C1OC(=O)C2=CC=CC=C12 (Butylphthalide). RXN SMILES: O[CH2:2][CH:3]([CH2:5]O)O.[CH2:7]([O:9][C:10]([C:12]1[CH:18]=[CH:17][C:15](O)=[CH:14][CH:13]=1)=[O:11])[CH3:8]>O>[CH2:8]([CH:7]1[C:18]2[C:12](=[CH:13][CH:14]=[CH:15][CH:17]=2)[C:10](=[O:11])[O:9]1)[CH2:2][CH2:3][CH3:5]. Reported procedure: 100 g of gelatin, 30 g of glycerin, 130 g of water and 200 mg of ethylparaben are used. An appropriate amount of water is added into gelatin, allowing it to absorb water and to swell. Glycerin, ethylparaben and residual water are placed into a tank and heated to a temperature of 70 to 80° C., and homogeneously mixed. Swollen gelatin is added with agitation, melted, incubated for 1 to 2 hrs, and kept rest for foams to float up. The floating foams are then scraped, and the remainder is filtered th... Starting materials: C(#N)CNC(C(CC(C)C)SC1=CC=C(C=C1)B1OC(C(O1)(C)C)(C)C)=O (N-(cyanomethyl)-4-methyl-2-{[4-(4,4,5,5-tetramethyl-1,3,2-dioxaborolan-2-yl)phenyl]thio}pentanamide), BrC1=CC=C(CNC(OC(C)(C)C)=O)C=C1 (tert-butyl 4-bromobenzylcarbamate), PdCl2dppf, C([O-])([O-])=O.[Na+].[Na+] (sodium carbonate), solution, C(=O)(O)[O-].[Na+] (NaHCO3). Run in CN(C)C=O (DMF). Reaction conditions: temperature 80 celsius. The product is C(#N)CNC(=O)C(CC(C)C)SC1=CC=C(C=C1)C1=CC=C(C=C1)CNC(OC(C)(C)C)=O (tert-butyl {4′-[(1-{[(cyanomethyl)amino]carbonyl }-3-methylbutyl)thio]-1,1′-biphenyl-4-yl}methylcarbamate). RXN SMILES: [C:1]([CH2:3][NH:4][C:5](=[O:27])[CH:6]([S:11][C:12]1[CH:17]=[CH:16][C:15](B2OC(C)(C)C(C)(C)O2)=[CH:14][CH:13]=1)[CH2:7][CH:8]([CH3:10])[CH3:9])#[N:2].Br[C:29]1[CH:43]=[CH:42][C:32]([CH2:33][NH:34][C:35](=[O:41])[O:36][C:37]([CH3:40])([CH3:39])[CH3:38])=[CH:31][CH:30]=1.C(=O)([O-])[O-].[Na+].[Na+].C([O-])(O)=O.[Na+]>CN(C=O)C>[C:1]([CH2:3][NH:4][C:5]([CH:6]([S:11][C:12]1[CH:13]=[CH:14][C:15]([C:29]2[CH:30]=[CH:31][C:32]([CH2:33][NH:34][C:35](=[O:41])[O:36][C:37]([CH3:39])([CH3:38])[CH3:40])=[CH:42][CH:43]=2)=[CH:16][CH:17]=1)[CH2:7][CH:8]([CH3:9])[CH3:10])=[O:27])#[N:2] |f:2.3.4,5.6|. Reported procedure: N-(cyanomethyl)-4-methyl-2-{[4-(4,4,5,5-tetramethyl-1,3,2-dioxaborolan-2-yl)phenyl]thio}pentanamide (1.64 g, 4.22 mmol) and tert-butyl 4-bromobenzylcarbamate (1.33 g, 4.64 mmol) were mixed in DMF (12 mL). After addition of sodium carbonate (7.4 mL of a 2.0 M solution, 14.8 mmol), the reaction flask was thoroughly degassed with dry nitrogen. PdCl2dppf (103 mg, 0.13 mmol) was added and the reaction mixture was heated at 80° C. for 4 h. Aqueous sat. NaHCO3 was added, the product was extracted with ... Starting materials: C(C)OC(=O)C=1N=NC=CC1NC(CC1=C(C=C(C=C1F)F)F)=O (4-[2-(2,4,6-trifluorophenyl)-acetylamino]-pyridazine-3-carboxylic acid ethyl ester), C([O-])([O-])=O.[K+].[K+] (potassium carbonate). Solvent: CN(C)C=O (DMF), CO (methanol). Run at time 18 hour. The product is FC1=C(C(=CC(=C1)F)F)C1C(C=2N=NC=CC2NC1=O)=O (7-(2,4,6-trifluorophenyl)-5H-pyrido[3,2-c]pyridazine-6,8-dione). Isolated yield 97.2%. As a reaction SMILES: C(O[C:4]([C:6]1[N:7]=[N:8][CH:9]=[CH:10][C:11]=1[NH:12][C:13](=[O:24])[CH2:14][C:15]1[C:20]([F:21])=[CH:19][C:18]([F:22])=[CH:17][C:16]=1[F:23])=[O:5])C.C(=O)([O-])[O-].[K+].[K+]>CN(C=O)C.CO>[F:21][C:20]1[CH:19]=[C:18]([F:22])[CH:17]=[C:16]([F:23])[C:15]=1[CH:14]1[C:13](=[O:24])[NH:12][C:11]2[CH:10]=[CH:9][N:8]=[N:7][C:6]=2[C:4]1=[O:5] |f:1.2.3|. Procedure: The product from Step 2 (0.307 g) and potassium carbonate (0.25 g) were stirred in dry DMF (10 ml) at 110° C. for 2 hours and then cooled and stood for 18 hours. The DMF was evaporated and the resulting brown solid was triturated with diethyl ether and the organic phase decanted. The solid was dissolved in water then acidified with dilute hydrochloric acid to neutrality. Most of the aqueous phase was then evaporated, leading to precipitation of a black solid that was filtered, and the yellow/bro... Reactants: CC(C)(C)OC(=O)N1CCC(c2noc3c(O)c(F)ccc23)CC1, CC(C)(C)[O-], CN1CCCC1=O, CI, [K+]. Product: COc1c(F)ccc2c(C3CCN(C(=O)OC(C)(C)C)CC3)noc12. RXN SMILES: [C:1]([CH3:2])([CH3:3])([CH3:4])[O:5][C:6](=[O:7])[N:8]1[CH2:9][CH2:10][CH:11]([c:14]2[n:15][o:16][c:17]3[c:18]2[cH:19][cH:20][c:21]([F:24])[c:22]3[OH:23])[CH2:12][CH2:13]1.[CH3:25][C:26]([CH3:27])([O-:28])[CH3:29].[CH3:33][N:34]1[CH2:35][CH2:36][CH2:37][C:38]1=[O:39].[I:31][CH3:32].[K+:30]>>[C:1]([CH3:2])([CH3:3])([CH3:4])[O:5][C:6](=[O:7])[N:8]1[CH2:9][CH2:10][CH:11]([c:14]2[n:15][o:16][c:17]3[c:18]2[cH:19][cH:20][c:21]([F:24])[c:22]3[O:23][CH3:25])[CH2:12][CH2:13]1.